From a dataset of the Open Reaction Database (ORD), a public repository of structured organic reaction records. describe an organic reaction: reactants, conditions, products, and yield The reactants are CCOC(=O)CBr, O=[N+]([O-])c1nc(Br)ccc1O, O=C([O-])[O-], CC(C)=O, CCOCC, [K+], [K+]. Product: CCOC(=O)COc1ccc(Br)nc1[N+](=O)[O-]. Reaction SMILES: [Br:18][CH2:19][C:20](=[O:21])[O:22][CH2:23][CH3:24].[Br:1][c:2]1[n:3][c:4]([N+:9](=[O:10])[O-:11])[c:5]([OH:8])[cH:6][cH:7]1.[C:12](=[O:13])([O-:14])[O-:15].[CH3:25][C:26](=[O:27])[CH3:28].[CH3:29][CH2:30][O:31][CH2:32][CH3:33].[K+:16].[K+:17]>>[Br:1][c:2]1[n:3][c:4]([N+:9](=[O:10])[O-:11])[c:5]([O:8][CH2:19][C:20](=[O:21])[O:22][CH2:23][CH3:24])[cH:6][cH:7]1.